The task is: describe an organic reaction: reactants, conditions, products, and yield. This data is from the Open Reaction Database (ORD), a public repository of structured organic reaction records. Reactants: COC(=O)C(N)CO, Cl, NCc1ccccc1. Yields the product NC(CO)C(=O)NCc1ccccc1. Reaction SMILES: [CH3:2][O:3][C:4]([CH:5]([NH2:6])[CH2:7][OH:8])=[O:9].[ClH:1].[NH2:10][CH2:11][c:12]1[cH:13][cH:14][cH:15][cH:16][cH:17]1>>[O:3]=[C:4]([CH:5]([NH2:6])[CH2:7][OH:8])[NH:10][CH2:11][c:12]1[cH:13][cH:14][cH:15][cH:16][cH:17]1. Reactants: C(C)NC1=C(C=CC(=C1)C1=COC=C1)C (N-ethyl-5-(furan-3-yl)-2-methylaniline), ClC1=CC(=C(C=C1)NC(CCCC(=O)O)=O)C(=O)OC (5-([4-chloro-2-(methoxycarbonyl)phenyl]amino)-5-oxopentanoic acid). The product is ClC=1C=CC(=C(C(=O)O)C1)NC(CCCC(=O)N(C1=C(C=CC(=C1)C1=COC=C1)C)CC)=O (5-chloro-2-[(5-(ethyl[5-(furan-3-yl)-2-methylphenyl]amino)-5-oxopentanoyl)amino]benzoic acid). As a reaction SMILES: [CH2:1]([NH:3][C:4]1[CH:9]=[C:8]([C:10]2[CH:14]=[CH:13][O:12][CH:11]=2)[CH:7]=[CH:6][C:5]=1[CH3:15])[CH3:2].[Cl:16][C:17]1[CH:22]=[CH:21][C:20]([NH:23][C:24](=[O:31])[CH2:25][CH2:26][CH2:27][C:28]([OH:30])=O)=[C:19]([C:32]([O:34]C)=[O:33])[CH:18]=1>>[Cl:16][C:17]1[CH:22]=[CH:21][C:20]([NH:23][C:24](=[O:31])[CH2:25][CH2:26][CH2:27][C:28]([N:3]([CH2:1][CH3:2])[C:4]2[CH:9]=[C:8]([C:10]3[CH:14]=[CH:13][O:12][CH:11]=3)[CH:7]=[CH:6][C:5]=2[CH3:15])=[O:30])=[C:19]([CH:18]=1)[C:32]([OH:34])=[O:33]. Reported procedure: Using the same method as in Example 15-(i), N-ethyl-5-(furan-3-yl)-2-methylaniline was reacted with the 5-([4-chloro-2-(methoxycarbonyl)phenyl]amino)-5-oxopentanoic acid obtained in Example 31-(i) to give 5-chloro-2-[(5-(ethyl[5-(furan-3-yl)-2-methylphenyl]amino)-5-oxopentanoyl)amino]benzoic acid.methyl ester (yield: 58%). Starting materials: CCOC(C)=O, ClCCl, CC(C)[Si](OS(=O)(=O)C(F)(F)F)(C(C)C)C(C)C, CCCc1nc(C)n(-c2ccc3c(c2)C(O)CC(C)(C)O3)c(=O)c1Cc1ccc(-c2ccccc2C#N)cc1, Cc1cccc(C)n1. Yields the product CCCc1nc(C)n(-c2ccc3c(c2)C(O[Si](C(C)C)(C(C)C)C(C)C)CC(C)(C)O3)c(=O)c1Cc1ccc(-c2ccccc2C#N)cc1. As a reaction SMILES: [CH3:69][CH2:70][O:71][C:72](=[O:73])[CH3:74].[Cl:66][CH2:67][Cl:68].[F:48][C:49]([F:50])([F:51])[S:52]([O:53][Si:54]([CH:55]([CH3:56])[CH3:57])([CH:58]([CH3:59])[CH3:60])[CH:61]([CH3:62])[CH3:63])(=[O:64])=[O:65].[OH:1][CH:2]1[CH2:3][C:4]([CH3:38])([CH3:39])[O:5][c:6]2[cH:7][cH:8][c:9](-[n:12]3[c:13]([CH3:37])[n:14][c:15]([CH2:34][CH2:35][CH3:36])[c:16]([CH2:19][c:20]4[cH:21][cH:22][c:23](-[c:26]5[c:27]([C:32]#[N:33])[cH:28][cH:29][cH:30][cH:31]5)[cH:24][cH:25]4)[c:17]3=[O:18])[cH:10][c:11]21.[n:40]1[c:41]([CH3:42])[cH:43][cH:44][cH:45][c:46]1[CH3:47]>>[O:1]([CH:2]1[CH2:3][C:4]([CH3:38])([CH3:39])[O:5][c:6]2[cH:7][cH:8][c:9](-[n:12]3[c:13]([CH3:37])[n:14][c:15]([CH2:34][CH2:35][CH3:36])[c:16]([CH2:19][c:20]4[cH:21][cH:22][c:23](-[c:26]5[c:27]([C:32]#[N:33])[cH:28][cH:29][cH:30][cH:31]5)[cH:24][cH:25]4)[c:17]3=[O:18])[cH:10][c:11]21)[Si:54]([CH:55]([CH3:56])[CH3:57])([CH:58]([CH3:59])[CH3:60])[CH:61]([CH3:62])[CH3:63]. The reactants are BrB(Br)Br, COc1ccc(NC(=O)NC2C3CC4CC(C3)CC2C4)c(C)c1, ClCCl, O. Yields the product Cc1cc(O)ccc1NC(=O)NC1C2CC3CC(C2)CC1C3. RXN SMILES: [B:24]([Br:25])([Br:26])[Br:27].[CH:1]12[CH:2]([NH:11][C:12](=[O:13])[NH:14][c:15]3[c:16]([CH3:23])[cH:17][c:18]([O:21][CH3:22])[cH:19][cH:20]3)[CH:3]3[CH2:4][CH:5]([CH2:6][CH:7]([CH2:8]1)[CH2:9]3)[CH2:10]2.[Cl:29][CH2:30][Cl:31].[OH2:28]>>[CH:1]12[CH:2]([NH:11][C:12](=[O:13])[NH:14][c:15]3[c:16]([CH3:23])[cH:17][c:18]([OH:21])[cH:19][cH:20]3)[CH:3]3[CH2:4][CH:5]([CH2:6][CH:7]([CH2:8]1)[CH2:9]3)[CH2:10]2. The reactants are CSc1ccc(C2OC(=O)NC2C)cc1, O=C1NCCO1. Product: CSc1ccc(C(O)C(C)N)cc1. As a reaction SMILES: [CH3:7][CH:8]1[NH:9][C:10](=[O:21])[O:11][CH:12]1[c:13]1[cH:14][cH:15][c:16]([S:19][CH3:20])[cH:17][cH:18]1.[O:1]1[CH2:2][CH2:3][NH:4][C:5]1=[O:6]>>[CH3:7][CH:8]([NH2:9])[CH:12]([OH:11])[c:13]1[cH:14][cH:15][c:16]([S:19][CH3:20])[cH:17][cH:18]1. Reactants: COC(=O)C(N)COC1(c2ccccc2)c2ccccc2-c2ccccc21, CO, [Na+], [OH-]. Yields the product NC(COC1(c2ccccc2)c2ccccc2-c2ccccc21)C(=O)O. Reaction SMILES: [CH3:1][O:2][C:3]([CH:4]([NH2:5])[CH2:6][O:7][C:8]1([c:21]2[cH:22][cH:23][cH:24][cH:25][cH:26]2)[c:9]2[cH:10][cH:11][cH:12][cH:13][c:14]2-[c:15]2[cH:16][cH:17][cH:18][cH:19][c:20]21)=[O:27].[CH3:30][OH:31].[Na+:29].[OH-:28]>>[O:2]=[C:3]([CH:4]([NH2:5])[CH2:6][O:7][C:8]1([c:21]2[cH:22][cH:23][cH:24][cH:25][cH:26]2)[c:9]2[cH:10][cH:11][cH:12][cH:13][c:14]2-[c:15]2[cH:16][cH:17][cH:18][cH:19][c:20]21)[OH:27]. The reactants are C(C)(C)(C)OC(=O)C1=NC=CC(=C1)OC1=CC=C2CCC(CC2=C1)C(=O)O (7-{[2-(tert-butoxycarbonyl)pyridin-4-yl]oxy}-1,2,3,4-tetrahydronaphthalene-2-carboxylic acid), NC=1C=C(C#N)C=C(C1)C(F)(F)F (3-amino-5-(trifluoromethyl)-benzonitrile), CCN=C=NCCCN(C)C (EDCI). Reagents/catalysts: CN(C)C=1C=CN=CC1 (DMAP). Run in C(Cl)Cl (DCM), CCOC(=O)C (EtOAc). Yields the product C(#N)C=1C=C(C=C(C1)C(F)(F)F)NC(=O)C1CCC=2C=CC(=CC2C1)OC1=CC(=NC=C1)C(=O)OC(C)(C)C (tert-butyl 4-{[7-({[3-cyano-5-(trifluoromethyl)phenyl]-amino}carbonyl)-5,6,7,8-tetrahydronaphthalen-2-yl]oxy}pyridine-2-carboxylate). Isolated yield 78.8%. As a reaction SMILES: [C:1]([O:5][C:6]([C:8]1[CH:13]=[C:12]([O:14][C:15]2[CH:24]=[C:23]3[C:18]([CH2:19][CH2:20][CH:21]([C:25](O)=[O:26])[CH2:22]3)=[CH:17][CH:16]=2)[CH:11]=[CH:10][N:9]=1)=[O:7])([CH3:4])([CH3:3])[CH3:2].[NH2:28][C:29]1[CH:30]=[C:31]([CH:34]=[C:35]([C:37]([F:40])([F:39])[F:38])[CH:36]=1)[C:32]#[N:33].CCN=C=NCCCN(C)C>CN(C1C=CN=CC=1)C.C(Cl)Cl.CCOC(C)=O>[C:32]([C:31]1[CH:30]=[C:29]([NH:28][C:25]([CH:21]2[CH2:22][C:23]3[CH:24]=[C:15]([O:14][C:12]4[CH:11]=[CH:10][N:9]=[C:8]([C:6]([O:5][C:1]([CH3:2])([CH3:3])[CH3:4])=[O:7])[CH:13]=4)[CH:16]=[CH:17][C:18]=3[CH2:19][CH2:20]2)=[O:26])[CH:36]=[C:35]([C:37]([F:38])([F:39])[F:40])[CH:34]=1)#[N:33]. Procedure: A solution of 7-{[2-(tert-butoxycarbonyl)pyridin-4-yl]oxy}-1,2,3,4-tetrahydronaphthalene-2-carboxylic acid (0.653 g, 1.77 mmol), 3-amino-5-(trifluoromethyl)-benzonitrile (0.362 g, 1.94 mmol), and DMAP (0.238 g, 1.94 mmol) in DCM (10 mL) was cooled to 0° C. To this solution was added EDCI (0.339 g, 1.77 mmol). The reaction mixture was allowed to stir and warm to rt overnight. The reaction mixture was diluted with EtOAc, washed with 1N HCl and sat. aq. NaHCO3, and concentrated. The residue was pur...